This data is from the Open Reaction Database (ORD), a public repository of structured organic reaction records. The task is: describe an organic reaction: reactants, conditions, products, and yield The yield is 19.8%. Reaction conditions: time 0.5 hour. Procedure: 7 mg of a 80% dispersion of sodium hydride in mineral oil was added to a cooled solution of 23 mg of 2-mercaptoimidazole in 10 ml of DMF. The mixture was stirred for 0.5 hour while cooling. 100 mg of the product of Example 58 were added and the mixture was stirred for 2 hours while cooling. The mixture was then allowed to warm to room temperature and was stirred overnight. The solvents were removed under reduced pressure and the residue was chromatographed on silica gel with 10% methanol in dich... Run in CN(C)C=O (DMF). Yields the product N1C(=NC=C1)SCCCN1C=C(C2=CC=CC=C12)C=1C(NC(C1C1=CN(C2=CC=CC=C12)C)=O)=O (3-[1-[3-(2-imidazolylthio)propyl]-3-indolyl]-4-(1-methyl-3-indolyl)-1H-pyrrole-2,5-dione). Reaction SMILES: [H-].[Na+].[SH:3][C:4]1[NH:5][CH:6]=[CH:7][N:8]=1.[CH3:9][N:10]1[C:18]2[C:13](=[CH:14][CH:15]=[CH:16][CH:17]=2)[C:12]([C:19]2[C:20](=[O:42])[NH:21][C:22](=[O:41])[C:23]=2[C:24]2[C:32]3[C:27](=[CH:28][CH:29]=[CH:30][CH:31]=3)[N:26]([CH2:33][CH2:34][CH2:35]OS(C)(=O)=O)[CH:25]=2)=[CH:11]1>CN(C=O)C>[NH:5]1[CH:6]=[CH:7][N:8]=[C:4]1[S:3][CH2:35][CH2:34][CH2:33][N:26]1[C:27]2[C:32](=[CH:31][CH:30]=[CH:29][CH:28]=2)[C:24]([C:23]2[C:22](=[O:41])[NH:21][C:20](=[O:42])[C:19]=2[C:12]2[C:13]3[C:18](=[CH:17][CH:16]=[CH:15][CH:14]=3)[N:10]([CH3:9])[CH:11]=2)=[CH:25]1 |f:0.1|. Starting materials: [H-].[Na+] (sodium hydride), SC=1NC=CN1 (2-mercaptoimidazole), CN1C=C(C2=CC=CC=C12)C=1C(NC(C1C1=CN(C2=CC=CC=C12)CCCOS(=O)(=O)C)=O)=O (3-(1-methyl-3-indolyl)-4-[1-[3-(methylsulphonyloxy)propyl]-3-indolyl]-1H-pyrrole-2,5-dione). Reactants: FC1=CC=C(COC2=CC=C(C=C2)N)C=C1 (4-(4-fluoro-benzyloxy)-phenylamine), CC1(OC(C2(CC2)C(O1)=O)=O)C (6,6-dimethyl-5,7-dioxa-spiro[2,5]octane-4,8-dione). The product is FC1=CC=C(COC2=CC=C(C=C2)N2C(C(CC2)C(=O)O)=O)C=C1 ((RS)-1-[4-(4-Fluoro-benzyloxy)-phenyl]-2-oxo-pyrrolidine-3-carboxylic Acid), colorless solid. Yield: 56.0%. RXN SMILES: [F:1][C:2]1[CH:16]=[CH:15][C:5]([CH2:6][O:7][C:8]2[CH:13]=[CH:12][C:11]([NH2:14])=[CH:10][CH:9]=2)=[CH:4][CH:3]=1.CC1(C)[O:25][C:24](=O)[C:21]2([CH2:23][CH2:22]2)[C:20](=[O:27])[O:19]1>>[F:1][C:2]1[CH:16]=[CH:15][C:5]([CH2:6][O:7][C:8]2[CH:13]=[CH:12][C:11]([N:14]3[CH2:23][CH2:22][CH:21]([C:20]([OH:27])=[O:19])[C:24]3=[O:25])=[CH:10][CH:9]=2)=[CH:4][CH:3]=1. Procedure details: The title compound is prepared in analogy to Example 3c) from 4-(4-fluoro-benzyloxy)-phenylamine and 6,6-dimethyl-5,7-dioxa-spiro[2,5]octane-4,8-dione. Yield: 56% of a colorless solid. MS: m/e=284.1 (M−CO2). The solvent is O1CCCC1 (tetrahydrofuran). Run at temperature 10 celsius, time 1 hour. Reported procedure: To a solution of 1-(4-methylphenyl)pyrrole (1 g) in tetrahydrofuran (50 ml) was added N-chlorosuccinimide (850 mg) in one portion at -78° C. under nitrogen atmosphere. The mixture was warmed to 10° C., stirred for one hour, and then concentrated in vacuo. The residue was purified by flash column chromatography on silica gel to yield 2-chloro-1-(4-methylphenyl)pyrrole (1.2 g) as an oil. (This product was a mixture of the starting material and the desired product and used to the next reaction furt... RXN SMILES: [CH3:1][C:2]1[CH:7]=[CH:6][C:5]([N:8]2[CH:12]=[CH:11][CH:10]=[CH:9]2)=[CH:4][CH:3]=1.[Cl:13]N1C(=O)CCC1=O>O1CCCC1>[Cl:13][C:9]1[N:8]([C:5]2[CH:4]=[CH:3][C:2]([CH3:1])=[CH:7][CH:6]=2)[CH:12]=[CH:11][CH:10]=1. The reactants are CC1=CC=C(C=C1)N1C=CC=C1 (1-(4-methylphenyl)pyrrole), ClN1C(CCC1=O)=O (N-chlorosuccinimide). Yields the product ClC=1N(C=CC1)C1=CC=C(C=C1)C (2-chloro-1-(4-methylphenyl)pyrrole). Isolated yield 98.4%. Reactants: COc1ccccc1N1CCNCC1, [K+], [Na+], O=[N+]([O-])[O-], [OH-], O, O=S(=O)(O)O. Yields the product COc1ccc([N+](=O)[O-])cc1N1CCNCC1. RXN SMILES: [CH3:6][O:7][c:8]1[c:9]([N:14]2[CH2:15][CH2:16][NH:17][CH2:18][CH2:19]2)[cH:10][cH:11][cH:12][cH:13]1.[K+:20].[Na+:26].[O-:21][N+:22]([O-:23])=[O:24].[OH-:25].[OH2:27].[S:1](=[O:2])(=[O:3])([OH:4])[OH:5]>>[CH3:6][O:7][c:8]1[c:9]([N:14]2[CH2:15][CH2:16][NH:17][CH2:18][CH2:19]2)[cH:10][c:11]([N+:22](=[O:21])[O-:23])[cH:12][cH:13]1. Starting materials: C(C(=O)OCC)(=O)OCC (Diethyl oxalate), P12(=S)SP3(=S)SP(=S)(S1)SP(=S)(S2)S3 (phosphorus pentasulfide), COC1=C(C=C(C=C1)N1CCOCC1)N (2-Methoxy-5-morpholin-4-yl-phenylamine), C(C)OC(C(=O)NC1=C(C=CC(=C1)N1CCOCC1)OC)=O (N-(2-methoxy-5-morpholin-4-yl-phenyl)-oxalamic acid ethyl ester). The solvent is C=1(C(=CC=CC1)C)C (xylene). Run at temperature 180 celsius. The product is COC1=C(C=C(C=C1)N1CCOCC1)NC(C(=O)O)=S ((2-methoxy-5-morpholin-4-yl-phenylamino)-thioxo-acetic acid). RXN SMILES: C(OCC)(=O)C(OCC)=O.COC1C=CC(N2CCOCC2)=CC=1N.C([O:28][C:29](=[O:47])[C:30]([NH:32][C:33]1[CH:38]=[C:37]([N:39]2[CH2:44][CH2:43][O:42][CH2:41][CH2:40]2)[CH:36]=[CH:35][C:34]=1[O:45][CH3:46])=O)C.P12(SP3(SP(SP(S3)(S1)=S)(=S)S2)=S)=[S:49]>C1(C)C(C)=CC=CC=1>[CH3:46][O:45][C:34]1[CH:35]=[CH:36][C:37]([N:39]2[CH2:44][CH2:43][O:42][CH2:41][CH2:40]2)=[CH:38][C:33]=1[NH:32][C:30](=[S:49])[C:29]([OH:28])=[O:47]. Reported procedure: In accordance with scheme 1, the compounds of formula I are prepared as follows: Diethyl oxalate (2) is heated to about 120° C. 2-Methoxy-5-morpholin-4-yl-phenylamine (1) is added very cautiously in small quantities and the mixture is heated for 90 minutes at about 180° C. After cooling to room temperature and filtration n-hexane is added. The resulting precipitate is collected by filtration. After washing with hexane and drying N-(2-methoxy-5-morpholin-4-yl-phenyl)-oxalamic acid ethyl ester (3)... The reactants are C(#N)C=1C=C(OC2=C(C(=C(C(=N2)OC=2C=C(C=CC2)CCC(=O)O)F)C)F)C=CC1 (3-[(6-(3-cyanophenoxy)-3,5-difluoro-4-methylpyridin-2-yl)oxy]benzene-propionicacid), CI (methyl iodide), N1(NCCCCCCCCC1)C1CCCCCCCCCC1 (diazabicycloundecane). The solvent is C(Cl)Cl (methylene chloride). Reaction conditions: time 15 hour. Product: C(#N)C=1C=C(OC2=C(C(=C(C(=N2)OC=2C=C(C=CC2)CCC(=O)OC)F)C)F)C=CC1 (3-[(6-(3-cyanophenoxy)-3,5-difluoro-4-methylpyridin-2-yl)oxy]benzenepropionic acid, methyl ester). As a reaction SMILES: [C:1]([C:3]1[CH:4]=[C:5]([CH:28]=[CH:29][CH:30]=1)[O:6][C:7]1[N:12]=[C:11]([O:13][C:14]2[CH:15]=[C:16]([CH2:20][CH2:21][C:22]([OH:24])=[O:23])[CH:17]=[CH:18][CH:19]=2)[C:10]([F:25])=[C:9]([CH3:26])[C:8]=1[F:27])#[N:2].CI.N1(C2CCCCCCCCCC2)CCCCCCCC[CH2:35]N1>C(Cl)Cl>[C:1]([C:3]1[CH:4]=[C:5]([CH:28]=[CH:29][CH:30]=1)[O:6][C:7]1[N:12]=[C:11]([O:13][C:14]2[CH:15]=[C:16]([CH2:20][CH2:21][C:22]([O:24][CH3:35])=[O:23])[CH:17]=[CH:18][CH:19]=2)[C:10]([F:25])=[C:9]([CH3:26])[C:8]=1[F:27])#[N:2]. Procedure details: To 3-[(6-(3-cyanophenoxy)-3,5-difluoro-4-methylpyridin-2-yl)oxy]benzene-propionicacid(0.50 g, 1.2 mmol) in methylene chloride (20 mL) was added methyl iodide (0.26 g, 1.8 mmol) and diazabicycloundecane (2.8 g, 1.8 mmol). After stirring for 15 hours, the solution was concentrated in vacuo and chromatographed on silica gel with ethyl acetate/hexane (1/4) to give 3-[(6-(3-cyanophenoxy)-3,5-difluoro-4-methylpyridin-2-yl)oxy]benzenepropionic acid, methyl ester; NMR (CDCl3) 7.3 (m,5), 7.05 (d,1), 6.85... The reactants are FC(C(=O)O)(F)F (trifluoroacetic acid), C(C)[C@]1(C(OCC=2C(N3CCC4(C3=CC21)OCCO4)=O)=O)O ((4S)-4-ethyl-6,6-(ethylenedioxy)-7,8-dihydro-4-hydroxy-1H-pyrano[3,4-f]indolizine-3,10(4H)-dione). Solvent: C(C)(=O)OCC (ethyl acetate). Conditions: time 30 minute. The product is C(C)[C@]1(C(OCC=2C(N3CCC(C3=CC21)=O)=O)=O)O ((4S)-4-Ethyl-7,8-dihydro-4-hydroxy-1H-pyrano[3,4-f]indolizine-3,6,10(4H)-trione). Isolated yield 80.0%. RXN SMILES: FC(F)(F)C(O)=O.[CH2:8]([C@:10]1([OH:29])[C:22]2[CH:21]=[C:20]3[N:16]([CH2:17][CH2:18][C:19]43OCC[O:23]4)[C:15](=[O:27])[C:14]=2[CH2:13][O:12][C:11]1=[O:28])[CH3:9]>C(OCC)(=O)C>[CH2:8]([C@:10]1([OH:29])[C:22]2[CH:21]=[C:20]3[N:16]([CH2:17][CH2:18][C:19]3=[O:23])[C:15](=[O:27])[C:14]=2[CH2:13][O:12][C:11]1=[O:28])[CH3:9]. Reported procedure: To 90 ml of 90% trifluoroacetic acid, 3.5 g of (4S)-4-ethyl-6,6-(ethylenedioxy)-7,8-dihydro-4-hydroxy-1H-pyrano[3,4-f]indolizine-3,10(4H)-dione were added at room temperature over 5 minutes, followed by stirring at the same temperature for 30 minutes. After completion of the reaction, the solvent was removed under reduced pressure, followed by the thorough removal of the solvent by a vacuum pump. To the residue so obtained was added 20 ml of ethyl acetate. The crystals precipitated were collecte... Reactants: CC(C)(C)OC(=O)NC(Cc1ccc(OCc2ccccc2)cn1)C(=O)O, CN(C)c1ccncc1, C(=NC1CCCCC1)=NC1CCCCC1, ClCCl, O=C(CCCc1ccc(O)cc1)NOC1CCCCO1. The product is CC(C)(C)OC(=O)NC(Cc1ccc(OCc2ccccc2)cn1)C(=O)Oc1ccc(CCCC(=O)NOC2CCCCO2)cc1. Reaction SMILES: [CH2:1]([c:2]1[cH:3][cH:4][cH:5][cH:6][cH:7]1)[O:8][c:9]1[cH:10][cH:11][c:12]([CH2:15][CH:16]([C:17](=[O:18])[OH:19])[NH:20][C:21](=[O:22])[O:23][C:24]([CH3:25])([CH3:26])[CH3:27])[n:13][cH:14]1.[CH3:63][N:64]([c:65]1[cH:66][cH:67][n:68][cH:69][cH:70]1)[CH3:71].[CH:48]1([N:49]=[C:50]=[N:51][CH:52]2[CH2:53][CH2:54][CH2:55][CH2:56][CH2:57]2)[CH2:58][CH2:59][CH2:60][CH2:61][CH2:62]1.[Cl:72][CH2:73][Cl:74].[OH:28][c:29]1[cH:30][cH:31][c:32]([CH2:35][CH2:36][CH2:37][C:38](=[O:39])[NH:40][O:41][CH:42]2[O:43][CH2:44][CH2:45][CH2:46][CH2:47]2)[cH:33][cH:34]1>>[CH2:1]([c:2]1[cH:3][cH:4][cH:5][cH:6][cH:7]1)[O:8][c:9]1[cH:10][cH:11][c:12]([CH2:15][CH:16]([C:17](=[O:18])[O:19][c:29]2[cH:30][cH:31][c:32]([CH2:35][CH2:36][CH2:37][C:38](=[O:39])[NH:40][O:41][CH:42]3[O:43][CH2:44][CH2:45][CH2:46][CH2:47]3)[cH:33][cH:34]2)[NH:20][C:21](=[O:22])[O:23][C:24]([CH3:25])([CH3:26])[CH3:27])[n:13][cH:14]1. The reactants are C(=O)C(C(=O)OCC)OCC=1C=NC=CC1 (ethyl formyl-(3-pyridylmethoxy)acetate), [Na] (sodium), [Na] (sodium), CI (methyl iodide), N1C(=O)NC(=O)C=C1 (uracil), [OH-].[Na+] (sodium hydroxide), N1=CC(=CC=C1)COC=1C(NC(NC1)=S)=O (5-(3-pyridylmethoxy)-2-thiouracil), C(=O)OCC (ethyl formate), N1=CC(=CC=C1)COCC(=O)OCC (ethyl 3-pyridylmethoxyacetate), NC(=S)N (thiourea). Solvent: C(C)O (ethanol), O (water), C(C)O (ethanol), CCOCC (ether). Yields the product CSC1=NC=C(C(N1)=O)OCC=1C=NC=CC1 (2-methylthio-5-(3-pyridyl)methoxy-4-pyrimidone). Reaction SMILES: [Na].[CH:2](OCC)=O.N1C=CC=C(COCC(OCC)=O)C=1.C(C(OCC1C=NC=CC=1)C(OCC)=O)=O.NC(N)=S.[N:41]1[CH:46]=[CH:45][CH:44]=[C:43]([CH2:47][O:48][C:49]2[C:50](=[O:56])[NH:51][C:52](=[S:55])[NH:53][CH:54]=2)[CH:42]=1.N1C=CC(=O)NC1=O.[OH-].[Na+].CI>CCOCC.O.C(O)C>[CH3:2][S:55][C:52]1[NH:51][C:50](=[O:56])[C:49]([O:48][CH2:47][C:43]2[CH:42]=[N:41][CH:46]=[CH:45][CH:44]=2)=[CH:54][N:53]=1 |f:7.8,^1:0|. Procedure: Following the above procedure, 3.03 g. of sodium were suspended in anhydrous ether in a nitrogen atmosphere. 5.93 g. of ethyl formate plus 14.1 g. of ethyl 3-pyridylmethoxyacetate were added. The product of the reaction, ethyl formyl-(3-pyridylmethoxy)acetate as the sodium salt, was suspended in 175 ml. of ethanol and 5.8 g. of thiourea were added. The product of this reaction, 5-(3-pyridylmethoxy)-2-thiouracil, melted at 243°-245° C.; weight=10.4 g. 9.9 g. of the uracil were slurried in 80 ml. ...